Dataset: the Open Reaction Database (ORD), a public repository of structured organic reaction records. Task: describe an organic reaction: reactants, conditions, products, and yield Reactants: CC(C)(C)OC(=O)N1CCC(CCNC2(c3ccccc3Cl)C(=O)Nc3ccc(Cl)cc32)CC1, CCN(CC)C(=O)N1CCc2cc(S(=O)(=O)Cl)ccc21, CCOC(C)=O, [H-], [Na+], CN(C)C=O, O. Yields the product CCN(CC)C(=O)N1CCc2cc(S(=O)(=O)N3C(=O)C(NCCC4CCN(C(=O)OC(C)(C)C)CC4)(c4ccccc4Cl)c4cc(Cl)ccc43)ccc21. As a reaction SMILES: [C:1]([CH3:2])([CH3:3])([CH3:4])[O:5][C:6](=[O:7])[N:8]1[CH2:9][CH2:10][CH:11]([CH2:14][CH2:15][NH:16][C:17]2([c:28]3[c:29]([Cl:34])[cH:30][cH:31][cH:32][cH:33]3)[C:18](=[O:27])[NH:19][c:20]3[cH:21][cH:22][c:23]([Cl:26])[cH:24][c:25]32)[CH2:12][CH2:13]1.[CH2:37]([CH3:38])[N:39]([C:40](=[O:41])[N:42]1[CH2:43][CH2:44][c:45]2[cH:46][c:47]([S:51](=[O:52])(=[O:53])[Cl:54])[cH:48][cH:49][c:50]21)[CH2:55][CH3:56].[CH3:63][CH2:64][O:65][C:66]([CH3:67])=[O:68].[H-:35].[Na+:36].[O:58]=[CH:59][N:60]([CH3:61])[CH3:62].[OH2:57]>>[C:1]([CH3:2])([CH3:3])([CH3:4])[O:5][C:6](=[O:7])[N:8]1[CH2:9][CH2:10][CH:11]([CH2:14][CH2:15][NH:16][C:17]2([c:28]3[c:29]([Cl:34])[cH:30][cH:31][cH:32][cH:33]3)[C:18](=[O:27])[N:19]([S:51]([c:47]3[cH:46][c:45]4[c:50]([cH:49][cH:48]3)[N:42]([C:40]([N:39]([CH2:37][CH3:38])[CH2:55][CH3:56])=[O:41])[CH2:43][CH2:44]4)(=[O:52])=[O:53])[c:20]3[cH:21][cH:22][c:23]([Cl:26])[cH:24][c:25]32)[CH2:12][CH2:13]1. Starting materials: N([C@@H](CCCCNC(=O)OCC1=C(Cl)C=CC=C1)C(=O)N[C@@H](CCCNC(NS(=O)(=O)C1=CC=C(C)C=C1)=N)C(=O)N1[C@H](C(=O)N[C@@H](C)C(=O)N[C@@H](CCCCNC(=O)OCC2=C(Cl)C=CC=C2)C(=O)OCC2=CC=CC=C2)CCC1)C(=O)OC(C)(C)C (Boc-Lys(ClZ)-Arg(Tos)-Pro-Ala-Lys(ClZ)-OBzl), C1(=CC=CC=C1)OC (anisole). Conditions: temperature 0 celsius, time 1 hour. Yields the product N[C@@H](CCCCN)C(=O)N[C@@H](CCCNC(N)=N)C(=O)N1[C@H](C(=O)N[C@@H](C)C(=O)N[C@@H](CCCCN)C(=O)O)CCC1 (H-Lys-Arg-Pro-Ala-Lys-OH). Isolated yield 95.6%. As a reaction SMILES: [NH:1](C(OC(C)(C)C)=O)[C@H:2]([C:19]([NH:21][C@H:22]([C:40]([N:42]1[CH2:81][CH2:80][CH2:79][C@H:43]1[C:44]([NH:46][C@H:47]([C:49]([NH:51][C@H:52]([C:69]([O:71]CC1C=CC=CC=1)=[O:70])[CH2:53][CH2:54][CH2:55][CH2:56][NH:57]C(OCC1C=CC=CC=1Cl)=O)=[O:50])[CH3:48])=[O:45])=[O:41])[CH2:23][CH2:24][CH2:25][NH:26][C:27](=[NH:39])[NH:28]S(C1C=CC(C)=CC=1)(=O)=O)=[O:20])[CH2:3][CH2:4][CH2:5][CH2:6][NH:7]C(OCC1C=CC=CC=1Cl)=O.C1(OC)C=CC=CC=1>>[NH2:1][C@H:2]([C:19]([NH:21][C@H:22]([C:40]([N:42]1[CH2:81][CH2:80][CH2:79][C@H:43]1[C:44]([NH:46][C@H:47]([C:49]([NH:51][C@H:52]([C:69]([OH:71])=[O:70])[CH2:53][CH2:54][CH2:55][CH2:56][NH2:57])=[O:50])[CH3:48])=[O:45])=[O:41])[CH2:23][CH2:24][CH2:25][NH:26][C:27](=[NH:28])[NH2:39])=[O:20])[CH2:3][CH2:4][CH2:5][CH2:6][NH2:7]. Reported procedure: The solution of 290 mg (0.227 mmol) of Boc-Lys(ClZ)-Arg(Tos)-Pro-Ala-Lys(ClZ)-OBzl (SEQ ID NO: 15), 1 ml of anisole and 2 ml of HF was stirred at 0° C. for 2 h. The reaction mixture was evaporated under reduced pressure to remove HF. To the residue 2 ml of HF were added and the solution was stirred at 0° C. for another 1 h. The reaction mixture was evaporated under reduced pressure to remove HF. The residue was triturated with ether and the resulted solid was purified on the Sephadex G-10 column... Starting materials: CS(=O)(=O)O, CO, ClCCl, ClCCl, COc1cc(CNCCc2ccc(F)cc2)ccc1Oc1ccc(C(N)=O)cn1. The product is CS(=O)(=O)O, COc1cc(CNCCc2ccc(F)cc2)ccc1Oc1ccc(C(N)=O)cn1. RXN SMILES: [CH3:30][S:31]([OH:32])(=[O:33])=[O:34].[CH3:35][OH:36].[Cl:37][CH2:38][Cl:39].[Cl:40][CH2:41][Cl:42].[F:1][c:2]1[cH:3][cH:4][c:5]([CH2:8][CH2:9][NH:10][CH2:11][c:12]2[cH:13][c:14]([O:28][CH3:29])[c:15]([O:16][c:17]3[n:18][cH:19][c:20]([C:21](=[O:22])[NH2:23])[cH:24][cH:25]3)[cH:26][cH:27]2)[cH:6][cH:7]1>>[CH3:30][S:31](=[O:32])(=[O:33])[OH:34].[F:1][c:2]1[cH:3][cH:4][c:5]([CH2:8][CH2:9][NH:10][CH2:11][c:12]2[cH:13][c:14]([O:28][CH3:29])[c:15]([O:16][c:17]3[n:18][cH:19][c:20]([C:21](=[O:22])[NH2:23])[cH:24][cH:25]3)[cH:26][cH:27]2)[cH:6][cH:7]1. Reactants: C(#N)C=1C=C(C=CC1S(=O)(=O)CC)NC(CCCC1=CC=C(C=C1)B(O)O)=O (4-(4-(3-cyano-4-(ethylsulfonyl)phenylamino)-4-oxobutyl)phenylboronic acid), BrC1=CC=C(CCN(C(OCC2=CC=CC=C2)=O)C)C=C1 (benzyl 4-bromophenethyl(methyl)carbamate), 5′,5′-tetramethyl-[2,2′]bi[[1,3,2]dioxaborinanyl]. Yields the product C(C1=CC=CC=C1)OC(=O)N(CCC1=CC=C(C=C1)B(O)O)C (4-(2-((benzyloxycarbonyl)(methyl)amino)ethyl)phenylboronic acid). Yield: 74.0%. RXN SMILES: C(C1C=C(NC(=O)C[CH2:17][CH2:18][C:19]2[CH:24]=[CH:23][C:22]([B:25]([OH:27])[OH:26])=[CH:21][CH:20]=2)C=CC=1S(CC)(=O)=O)#N.BrC1C=CC(C[CH2:35][N:36](C)[C:37](=[O:46])[O:38][CH2:39][C:40]2[CH:45]=[CH:44][CH:43]=[CH:42][CH:41]=2)=CC=1>>[CH2:39]([O:38][C:37]([N:36]([CH3:35])[CH2:17][CH2:18][C:19]1[CH:20]=[CH:21][C:22]([B:25]([OH:26])[OH:27])=[CH:23][CH:24]=1)=[O:46])[C:40]1[CH:45]=[CH:44][CH:43]=[CH:42][CH:41]=1. Reported procedure: Using a procedure analogous to that used to prepare 6D, 28C (1.14 g, 3.3 mmol) was 5′,5′-tetramethyl-[2,2′]bi[[1,3,2]dioxaborinanyl] to give 28D (760 mg, 74%) as a white solid. MS (ESI) m/z 313.97 (M+H)+. The reactants are CC(=O)C=1C(=NC(=NC1)C1=CC=CC=C1)C1=CC=CC=C1 (2,4-diphenyl-5-pyrimidyl methyl ketone), OC(CN)C1=CC=CC=C1 (β-hydroxyphenethylamine), O (H2O). The reagents and catalysts are O.C1(=CC=C(C=C1)S(=O)(=O)O)C (p-toluenesulfonic acid monohydrate). Solvent: C1(=CC=CC=C1)C (toluene). The product is C1(=CC=CC=C1)C1=NC=C(C(=N1)C1=CC=CC=C1)CC=NCC(C1=CC=CC=C1)O (α-{[(2,4-Diphenyl-5-pyrimidinyl)-1-ethylidene]aminomethyl}benzyl Alcohol). Isolated yield 82.1%. Reaction SMILES: [CH3:1][C:2]([C:4]1[C:5]([C:16]2[CH:21]=[CH:20][CH:19]=[CH:18][CH:17]=2)=[N:6][C:7]([C:10]2[CH:15]=[CH:14][CH:13]=[CH:12][CH:11]=2)=[N:8][CH:9]=1)=O.[OH:22][CH:23]([C:26]1[CH:31]=[CH:30][CH:29]=[CH:28][CH:27]=1)[CH2:24][NH2:25].O>C1(C)C=CC=CC=1.O.C1(C)C=CC(S(O)(=O)=O)=CC=1>[C:10]1([C:7]2[N:6]=[C:5]([C:16]3[CH:21]=[CH:20][CH:19]=[CH:18][CH:17]=3)[C:4]([CH2:2][CH:1]=[N:25][CH2:24][CH:23]([OH:22])[C:26]3[CH:31]=[CH:30][CH:29]=[CH:28][CH:27]=3)=[CH:9][N:8]=2)[CH:15]=[CH:14][CH:13]=[CH:12][CH:11]=1 |f:4.5|. Procedure: A mixture of 61.2 g (0.223 mole) of 2,4-diphenyl-5-pyrimidyl methyl ketone, 30.6 g (0.223 mole) of β-hydroxyphenethylamine and 3.0 g p-toluenesulfonic acid monohydrate in 750 ml toluene was stirred and refluxed using a Dean-Stark apparatus for 11.0 hours, amt. H2O evolved: 4:10 ml; theoretical amt.: 4.0 ml. The toluene was removed in vacuo and the residue was dissolved in 1000 ml chloroform. The solution was washed with 300 ml H2O, dried (MgSO4), and concentrated to dryness in vacuo. Recrystalli...